The task is: describe an organic reaction: reactants, conditions, products, and yield. This data is from the Open Reaction Database (ORD), a public repository of structured organic reaction records. Reactants: Brc1ccccc1NC1CCNCC1, CCN=C=NCCCN(C)C, CCN(C(C)C)C(C)C, Cl, Cl, Cl, CN(C)C=O, O, On1nnc2ccccc21, O=C(O)CC(=O)Nc1ccc(-c2ccccc2)cc1. Yields the product O=C(CC(=O)N1CCC(Nc2ccccc2Br)CC1)Nc1ccc(-c2ccccc2)cc1. Reaction SMILES: [Br:53][c:54]1[c:55]([NH:60][CH:61]2[CH2:62][CH2:63][NH:64][CH2:65][CH2:66]2)[cH:56][cH:57][cH:58][cH:59]1.[CH3:39][CH2:40][N:41]=[C:42]=[N:43][CH2:44][CH2:45][CH2:46][N:47]([CH3:48])[CH3:49].[CH:20]([N:21]([CH2:22][CH3:23])[CH:24]([CH3:25])[CH3:26])([CH3:27])[CH3:28].[ClH:50].[ClH:51].[ClH:52].[O:67]=[CH:68][N:69]([CH3:70])[CH3:71].[OH2:72].[OH:29][n:30]1[c:31]2[c:32]([cH:33][cH:34][cH:35][cH:36]2)[n:37][n:38]1.[c:1]1(-[c:14]2[cH:15][cH:16][cH:17][cH:18][cH:19]2)[cH:2][cH:3][c:4]([NH:7][C:8]([CH2:9][C:10](=[O:11])[OH:12])=[O:13])[cH:5][cH:6]1>>[c:1]1(-[c:14]2[cH:15][cH:16][cH:17][cH:18][cH:19]2)[cH:2][cH:3][c:4]([NH:7][C:8]([CH2:9][C:10](=[O:12])[N:64]2[CH2:63][CH2:62][CH:61]([NH:60][c:55]3[c:54]([Br:53])[cH:59][cH:58][cH:57][cH:56]3)[CH2:66][CH2:65]2)=[O:13])[cH:5][cH:6]1. Reactants: C=C1CCC2(CC1)OCCO2, CCOC(=O)C1(C(=O)OCC)CCC(=O)CC1, O=C1CCC2(CC1)OCCO2. Product: C=C1CCC(C(=O)OCC)(C(=O)OCC)CC1. As a reaction SMILES: [CH2:1]=[C:2]1[CH2:3][CH2:4][C:5]2([O:6][CH2:7][CH2:8][O:9]2)[CH2:10][CH2:11]1.[O:12]=[C:13]1[CH2:14][CH2:15][C:16]([C:19](=[O:20])[O:21][CH2:22][CH3:23])([C:24](=[O:25])[O:26][CH2:27][CH3:28])[CH2:17][CH2:18]1.[O:29]1[C:30]2([CH2:31][CH2:32][C:33](=[O:34])[CH2:35][CH2:36]2)[O:37][CH2:38][CH2:39]1>>[CH2:1]=[C:13]1[CH2:14][CH2:15][C:16]([C:19](=[O:20])[O:21][CH2:22][CH3:23])([C:24](=[O:25])[O:26][CH2:27][CH3:28])[CH2:17][CH2:18]1. The reactants are BrC1=CC=C(C=C1)C(C(F)(F)F)N[C@@H](CCC(F)(F)F)C(O[SiH2]C(C)(C)C)(C)C ((S)-[1-(4-Bromophenyl)-2,2,2-trifluoro-ethyl]-[1-(tert-butyl-dimethyl-silanyloxymethyl)-4,4,4-trifluoro-butyl]-amine), [F-].C(C)(C)(C)[NH3+] (tert-butylammonium fluoride). Solvent: C1CCOC1 (THF). Run at temperature 0 celsius, time 4 hour. The product is BrC1=CC=C(C=C1)[C@@H](C(F)(F)F)N[C@H](CO)CCC(F)(F)F ((2S)-2-{[(1S)-1-(4-bromophenyl)-2,2,2-trifluoroethyl]amino}-5,5,5-trifluoropentan-1-ol). Reaction SMILES: [Br:1][C:2]1[CH:7]=[CH:6][C:5]([CH:8]([NH:13][C@H:14]([C:21](C)(C)[O:22][SiH2]C(C)(C)C)[CH2:15][CH2:16][C:17]([F:20])([F:19])[F:18])[C:9]([F:12])([F:11])[F:10])=[CH:4][CH:3]=1.[F-].C([NH3+])(C)(C)C>C1COCC1>[Br:1][C:2]1[CH:3]=[CH:4][C:5]([C@H:8]([NH:13][C@@H:14]([CH2:15][CH2:16][C:17]([F:18])([F:19])[F:20])[CH2:21][OH:22])[C:9]([F:12])([F:11])[F:10])=[CH:6][CH:7]=1 |f:1.2|. Procedure: n-BuLi (2.5 M in hexanes, 21.4 mL) was added dropwise to a stirred solution of 1,4-dibromobenzene (12.6 g) in dry diethyl ether (80 mL) at −30° C. and the reaction mixture was stirred for 30 minutes. A solution of (2S)-1-{[tert-butyl(dimethyl)silyl]oxy}-5,5,5-trifluoro-N-[(1E)-2,2,2-trifluoroethylidene]pentan-2-amine (3.75 g, 10.7 mmol) in dry diethyl ether (30 mL) was then added dropwise and the reaction mixture was allowed to warm to ambient temperature and stirred for 16 hours. The reaction m... Reactants: [H-].[Na+] (sodium hydride), [Cl-].[NH4+] (ammonium chloride), FC(C1=CC(=NC=C1)C=1NOC(N1)=O)(F)F (3-(4-trifluoromethylpyridin-2-yl)-1,2,4-oxadiazol-5-one), C(C(C)(C)C)(=O)OCCl (chloromethyl pivalate). Run in CN(C=O)C (N,N-dimethylformamide). Run at time 10 minute. Yields the product CC(C(OCN1C(=NOC1=O)C1=NC=CC(=C1)C(F)(F)F)=O)(C)C (4-[(2,2-dimethyl-1-oxopropoxy)methyl]-3-(4-trifluoromethylpyridin-2-yl)-1,2,4-oxadiazol-5-one). Yield: 60.2%. As a reaction SMILES: [H-].[Na+].[F:3][C:4]([F:18])([F:17])[C:5]1[CH:10]=[CH:9][N:8]=[C:7]([C:11]2[NH:12][O:13][C:14](=[O:16])[N:15]=2)[CH:6]=1.[C:19]([O:25][CH2:26]Cl)(=[O:24])[C:20]([CH3:23])([CH3:22])[CH3:21].[Cl-].[NH4+]>CN(C)C=O>[CH3:21][C:20]([CH3:23])([CH3:22])[C:19](=[O:24])[O:25][CH2:26][N:15]1[C:14](=[O:16])[O:13][N:12]=[C:11]1[C:7]1[CH:6]=[C:5]([C:4]([F:3])([F:17])[F:18])[CH:10]=[CH:9][N:8]=1 |f:0.1,4.5|. Procedure: Into 2 ml of N,N-dimethylformamide was suspended 0.05 g of sodium hydride (60% oily), and 0.2 g of 3-(4-trifluoromethylpyridin-2-yl)-1,2,4-oxadiazol-5-one was added at room temperature. After stirring for 10 minutes, 0.2 g of chloromethyl pivalate was added, the mixture was stirred at 60° C. for 7 hours, and the reaction solution was allowed to cool to room temperature, and poured into an aqueous saturated ammonium chloride solution, followed by extraction with ethyl acetate three times. The org... The reactants are OBO, O=C([O-])[O-], Cc1ccccc1, CC(CNS(C)(=O)=O)c1ccc(Br)cc1, Cc1ccccc1, CCOCC, [K+], [K+], O, c1ccc(P(c2ccccc2)(c2ccccc2)[Pd](P(c2ccccc2)(c2ccccc2)c2ccccc2)(P(c2ccccc2)(c2ccccc2)c2ccccc2)P(c2ccccc2)(c2ccccc2)c2ccccc2)cc1. The product is Cc1ccc(-c2ccc(C(C)CNS(C)(=O)=O)cc2)cc1. Reaction SMILES: [BH:16]([OH:17])[OH:18].[C:26](=[O:27])([O-:28])[O-:29].[CH3:19][c:20]1[cH:21][cH:22][cH:23][cH:24][cH:25]1.[CH3:1][S:2](=[O:3])(=[O:4])[NH:5][CH2:6][CH:7]([CH3:8])[c:9]1[cH:10][cH:11][c:12]([Br:15])[cH:13][cH:14]1.[CH3:33][c:34]1[cH:35][cH:36][cH:37][cH:38][cH:39]1.[CH3:40][CH2:41][O:42][CH2:43][CH3:44].[K+:30].[K+:31].[OH2:32].[cH:45]1[cH:46][cH:47][c:48]([P:49]([Pd:50]([P:51]([c:52]2[cH:53][cH:54][cH:55][cH:56][cH:57]2)([c:58]2[cH:59][cH:60][cH:61][cH:62][cH:63]2)[c:64]2[cH:65][cH:66][cH:67][cH:68][cH:69]2)([P:70]([c:71]2[cH:72][cH:73][cH:74][cH:75][cH:76]2)([c:77]2[cH:78][cH:79][cH:80][cH:81][cH:82]2)[c:83]2[cH:84][cH:85][cH:86][cH:87][cH:88]2)[P:89]([c:90]2[cH:91][cH:92][cH:93][cH:94][cH:95]2)([c:96]2[cH:97][cH:98][cH:99][cH:100][cH:101]2)[c:102]2[cH:103][cH:104][cH:105][cH:106][cH:107]2)([c:108]2[cH:109][cH:110][cH:111][cH:112][cH:113]2)[c:114]2[cH:115][cH:116][cH:117][cH:118][cH:119]2)[cH:120][cH:121]1>>[CH3:1][S:2](=[O:3])(=[O:4])[NH:5][CH2:6][CH:7]([CH3:8])[c:9]1[cH:10][cH:11][c:12](-[c:23]2[cH:22][cH:21][c:20]([CH3:19])[cH:25][cH:24]2)[cH:13][cH:14]1. Reactants: C(#N)C1=CC=C(C=C1)B(O)O (4-Cyanophenylboronic acid), BrC1=C(C=C(C=C1)O)C (4-bromo-3-methylphenol). Product: OC1=CC(=C(C=C1)C1=CC=C(C=C1)C#N)C (4′-hydroxy-2′-methyl-1,1′-biphenyl-4-carbonitrile). Yield: 60.0%. As a reaction SMILES: [C:1]([C:3]1[CH:8]=[CH:7][C:6](B(O)O)=[CH:5][CH:4]=1)#[N:2].Br[C:13]1[CH:18]=[CH:17][C:16]([OH:19])=[CH:15][C:14]=1[CH3:20]>>[OH:19][C:16]1[CH:17]=[CH:18][C:13]([C:6]2[CH:7]=[CH:8][C:3]([C:1]#[N:2])=[CH:4][CH:5]=2)=[C:14]([CH3:20])[CH:15]=1. Reported procedure: 4-Cyanophenylboronic acid and 4-bromo-3-methylphenol were processed as described in Example 167A to provide the title compound (60% yield). 1HNMR (300 MHz, CDCl3) δ2.20 (s, 3H), 4.68 (bs, 1H), 6.78 (m, 2H), 7.15 (m, 1H), 7.42 (m, 2H), 7.76(m, 2H); MS (CDI) m/z 227 (M+NH4)+. Reactants: COC1=NC2=CC(=CC(=C2N=C1OC)CN(C)CC1=CC=CC=C1)[N+](=O)[O-] (N-(2,3-dimethoxy-7-nitro-quinoxalin-5-ylmethyl)-N-methylbenzylamine), Br (hydrogen bromide). The solvent is solution, C(C)(=O)O (acetic acid), C(C)OCC (diethyl ether). Run at time 20 hour. Yields the product Br.O=C1NC2=CC(=CC(=C2NC1=O)CN(C)CC1=CC=CC=C1)[N+](=O)[O-] (N-(2,3-Dioxo-7-nitro-1,2,3,4-tetrahydroquinoxalin-5-ylmethyl)-N-methylbenzylamine hydrobromide). As a reaction SMILES: C[O:2][C:3]1[C:12]([O:13]C)=[N:11][C:10]2[C:5](=[CH:6][C:7]([N+:25]([O-:27])=[O:26])=[CH:8][C:9]=2[CH2:15][N:16]([CH2:18][C:19]2[CH:24]=[CH:23][CH:22]=[CH:21][CH:20]=2)[CH3:17])[N:4]=1.[BrH:28]>C(O)(=O)C.C(OCC)C>[BrH:28].[O:2]=[C:3]1[C:12](=[O:13])[NH:11][C:10]2[C:5](=[CH:6][C:7]([N+:25]([O-:27])=[O:26])=[CH:8][C:9]=2[CH2:15][N:16]([CH2:18][C:19]2[CH:24]=[CH:23][CH:22]=[CH:21][CH:20]=2)[CH3:17])[NH:4]1 |f:4.5|. Procedure details: 213 mg (0.53 mmol) of N-(2,3-dimethoxy-7-nitro-quinoxalin-5-ylmethyl)-N-methylbenzylamine are dissolved in 4 ml of an approximately 25% solution of hydrogen bromide in acetic acid, and the solution is stirred at room temperature for 20 hours. The mixture is diluted with diethyl ether and then stirred for 10 minutes, and the solid is filtered off and washed with diethyl ether and a small amount of water. After drying under a high vacuum, the title compound is obtained in the form of a beige solid... Reactants: BrC1=CC(=C(OC2=NC=CC=C2C(=O)N2CCN(C3=CC=CC=C23)C2CC2)C=C1Cl)Cl ([2-(4-Bromo-2,5-dichloro-phenoxy)-pyridin-3-yl]-(4-cyclopropyl-3,4-dihydro-2H-quinoxalin-1-yl)-methanone), CO (methanol), C(C)(=O)OCC (ethyl acetate). Reagents/catalysts: [Pd](Cl)Cl.C1(=CC=CC=C1)P([C-]1C=CC=C1)C1=CC=CC=C1.[C-]1(C=CC=C1)P(C1=CC=CC=C1)C1=CC=CC=C1.[Fe+2] (1,1′-bis(diphenylphosphino)ferrocene palladium (II) chloride). Reaction conditions: temperature 100 celsius, time 20 hour. The product is COC(C1=C(C=C(C(=C1)Cl)OC1=NC=CC=C1C(=O)N1CCN(C2=CC=CC=C12)C1CC1)Cl)=O (2,5-Dichloro-4-[3-(4-cyclopropyl-3,4-dihydro-2H-quinoxaline-1-carbonyl)-pyridin-2-yloxy]-benzoic acid methyl ester). The yield is 52.0%. As a reaction SMILES: Br[C:2]1[C:29]([Cl:30])=[CH:28][C:5]([O:6][C:7]2[C:12]([C:13]([N:15]3[C:24]4[C:19](=[CH:20][CH:21]=[CH:22][CH:23]=4)[N:18]([CH:25]4[CH2:27][CH2:26]4)[CH2:17][CH2:16]3)=[O:14])=[CH:11][CH:10]=[CH:9][N:8]=2)=[C:4]([Cl:31])[CH:3]=1.CO.[C:34]([O:37][CH2:38]C)(=[O:36])C>[Pd](Cl)Cl.C1(P(C2C=CC=CC=2)[C-]2C=CC=C2)C=CC=CC=1.[C-]1(P(C2C=CC=CC=2)C2C=CC=CC=2)C=CC=C1.[Fe+2]>[CH3:38][O:37][C:34](=[O:36])[C:2]1[CH:3]=[C:4]([Cl:31])[C:5]([O:6][C:7]2[C:12]([C:13]([N:15]3[C:24]4[C:19](=[CH:20][CH:21]=[CH:22][CH:23]=4)[N:18]([CH:25]4[CH2:27][CH2:26]4)[CH2:17][CH2:16]3)=[O:14])=[CH:11][CH:10]=[CH:9][N:8]=2)=[CH:28][C:29]=1[Cl:30] |f:3.4.5.6|. Procedure details: To a solution of [2-(4-bromo-2,5-dichloro-phenoxy)-pyridin-3-yl]-(4-cyclopropyl-3,4-dihydro-2H-quinoxalin-1-yl)-methanone (100 mg, 0.19 mmol, 1.0 equiv; Example 163) in a 1:1 mixture of methanol and ethyl acetate (4 mL) was added 1,1′-bis(diphenylphosphino)ferrocene palladium (II) chloride (10.1 mg, 0.012 mmol, 0.064 equiv; [CAS RN 95464-05-4]) and the reaction mixture stirred under an atmosphere of carbon monoxide (70 bar) at 100° C. for 20 h. The crude reaction mixture was filtered over Celite...